Task: describe an organic reaction: reactants, conditions, products, and yield. Dataset: the Open Reaction Database (ORD), a public repository of structured organic reaction records Reactants: CC(=O)N(C)c1cccc(Br)c1, CC(=O)[O-], CC(=O)[O-], CCN1CCNCC1, [K+], [K+], [K+], CN(C)C=O, O=P([O-])([O-])[O-], [Pd+2]. The product is CCN1CCN(c2cccc(N(C)C(C)=O)c2)CC1. Reaction SMILES: [Br:1][c:2]1[cH:3][c:4]([N:8]([C:9]([CH3:10])=[O:11])[CH3:12])[cH:5][cH:6][cH:7]1.[C:29]([O-:30])(=[O:31])[CH3:32].[C:34]([O-:35])(=[O:36])[CH3:37].[CH2:21]([CH3:22])[N:23]1[CH2:24][CH2:25][NH:26][CH2:27][CH2:28]1.[K+:18].[K+:19].[K+:20].[O:38]=[CH:39][N:40]([CH3:41])[CH3:42].[P:13]([O-:14])([O-:15])([O-:16])=[O:17].[Pd+2:33]>>[c:2]1([N:26]2[CH2:25][CH2:24][N:23]([CH2:21][CH3:22])[CH2:28][CH2:27]2)[cH:3][c:4]([N:8]([C:9]([CH3:10])=[O:11])[CH3:12])[cH:5][cH:6][cH:7]1. The product is Cn1ccnc1CN1CCC(c2ccc(NC(=O)c3nc(C#N)c[nH]3)c(C3=CCCC3)c2)CC1, O=C(O)C(F)(F)F. As a reaction SMILES: [C:8]1([c:13]2[c:14]([NH:25][C:26](=[O:27])[c:28]3[nH:29][cH:30][c:31]([C:33]#[N:34])[n:32]3)[cH:15][cH:16][c:17]([CH:19]3[CH2:20][CH2:21][NH:22][CH2:23][CH2:24]3)[cH:18]2)=[CH:9][CH2:10][CH2:11][CH2:12]1.[CH3:35][n:36]1[c:37]([CH:41]=[O:42])[n:38][cH:39][cH:40]1.[F:1][C:2]([C:3](=[O:4])[OH:5])([F:6])[F:7]>>[C:8]1([c:13]2[c:14]([NH:25][C:26](=[O:27])[c:28]3[nH:29][cH:30][c:31]([C:33]#[N:34])[n:32]3)[cH:15][cH:16][c:17]([CH:19]3[CH2:20][CH2:21][N:22]([CH2:41][c:37]4[n:36]([CH3:35])[cH:40][cH:39][n:38]4)[CH2:23][CH2:24]3)[cH:18]2)=[CH:9][CH2:10][CH2:11][CH2:12]1.[F:1][C:2]([C:3](=[O:4])[OH:5])([F:6])[F:7]. Reactants: N#Cc1c[nH]c(C(=O)Nc2ccc(C3CCNCC3)cc2C2=CCCC2)n1, Cn1ccnc1C=O, O=C(O)C(F)(F)F. Starting materials: C(=O)NN (formic hydrazide), P(=O)(Cl)(Cl)Cl (phosphorus oxychloride), C(C)(=O)NC1=C2C(N(C(C2=CC=C1)=O)C(CC(=O)O)C1=CC(=C(C=C1)OC)OCC)=O (3-[4-(acetylamino)-1,3-dioxoisoindolin-2-yl]-3-(3-ethoxy-4-methoxyphenyl)propanoic acid), C(=O)(N1C=NC=C1)N1C=NC=C1 (carbonyidiimidazole). Run in O (water), C(C)#N (acetonitrile), CCOCC (ether). Reaction conditions: time 2 hour. Yields the product C(C)OC=1C=C(C=CC1OC)C(CC=1OC=NN1)N1C(C2=CC=CC(=C2C1=O)NC(C)=O)=O (N-[2-[1-(3-ethoxy-4-methoxyphenyl)-2-(1,3,4-oxadiazol-2-yl)ethyl]-1,3-dioxoisoindolin-4-yl]acetamide). The yield is 26.8%. As a reaction SMILES: [C:1]([NH:4][C:5]1[CH:13]=[CH:12][CH:11]=[C:10]2[C:6]=1[C:7](=[O:31])[N:8]([CH:15]([C:20]1[CH:25]=[CH:24][C:23]([O:26][CH3:27])=[C:22]([O:28][CH2:29][CH3:30])[CH:21]=1)[CH2:16][C:17]([OH:19])=O)[C:9]2=[O:14])(=[O:3])[CH3:2].C(N1C=CN=C1)(N1C=CN=C1)=O.[CH:44]([NH:46][NH2:47])=O.P(Cl)(Cl)(Cl)=O>C(#N)C.CCOCC.O>[CH2:29]([O:28][C:22]1[CH:21]=[C:20]([CH:15]([N:8]2[C:7](=[O:31])[C:6]3[C:10](=[CH:11][CH:12]=[CH:13][C:5]=3[NH:4][C:1](=[O:3])[CH3:2])[C:9]2=[O:14])[CH2:16][C:17]2[O:19][CH:44]=[N:46][N:47]=2)[CH:25]=[CH:24][C:23]=1[O:26][CH3:27])[CH3:30]. Reported procedure: A mixture of 3-[4-(acetylamino)-1,3-dioxoisoindolin-2-yl]-3-(3-ethoxy-4-methoxyphenyl)propanoic acid (1.69 g, 3.96 mmol) and carbonyidiimidazole (0.71 g, 4.4 mmol) in acetonitrile (20 mL) was stirred at room temperature for 2 hours. To the solution was added formic hydrazide (289 mg, 4.81 mmol). The mixture was then stirred for 18 hours. To the resulting solution was added phosphorus oxychloride (1.0 mL, 10.7 mmol), and this mixture was heated at reflux for 2 hours. The solution was poured to wa...